This data is from the Open Reaction Database (ORD), a public repository of structured organic reaction records. The task is: describe an organic reaction: reactants, conditions, products, and yield Reactants: COc1ccc(C=CC(=O)O)cc1, CC(F)(F)c1ccc(Cn2ccc(N)n2)o1. Product: COc1ccc(C=CC(=O)Nc2ccn(Cc3ccc(C(C)(F)F)o3)n2)cc1. RXN SMILES: [CH3:17][O:18][c:19]1[cH:20][cH:21][c:22]([CH:25]=[CH:26][C:27](=[O:28])[OH:29])[cH:23][cH:24]1.[F:1][C:2]([CH3:3])([F:4])[c:5]1[cH:6][cH:7][c:8]([CH2:10][n:11]2[n:12][c:13]([NH2:16])[cH:14][cH:15]2)[o:9]1>>[F:1][C:2]([CH3:3])([F:4])[c:5]1[cH:6][cH:7][c:8]([CH2:10][n:11]2[n:12][c:13]([NH:16][C:27]([CH:26]=[CH:25][c:22]3[cH:21][cH:20][c:19]([O:18][CH3:17])[cH:24][cH:23]3)=[O:28])[cH:14][cH:15]2)[o:9]1. Starting materials: ClC=1C=C(CN2C[C@@H](CCC2)NC=2N=CC(=NC2)/C=C/C(=O)O)C=CC1 ((2E)-3-(5-{[(3R)-1-(3-chlorobenzyl)-3-piperidinyl]amino}-2-pyrazinyl)acrylic acid), O1C(CCCC1)ON (O-(tetrahydro-2H-pyran-2-yl)hydroxylamine), C=1C=CC2=C(C1)N=NN2O (HOBt), CCN=C=NCCCN(C)C (EDCI). The solvent is CN(C)C=O (DMF). Reaction conditions: temperature 0 celsius, time 1 hour. The product is ClC=1C=C(CN2C[C@@H](CCC2)NC=2N=CC(=NC2)/C=C/C(=O)NOC2OCCCC2)C=CC1 ((2E)-3-(5-{[(3R)-1-(3-chlorobenzyl)-3-piperidinyl]amino}-2-pyrazinyl)-N-(tetrahydro-2H-pyran-2-yloxy)acrylamide). The yield is 90.1%. Reaction SMILES: [Cl:1][C:2]1[CH:3]=[C:4]([CH:24]=[CH:25][CH:26]=1)[CH2:5][N:6]1[CH2:11][CH2:10][CH2:9][C@@H:8]([NH:12][C:13]2[N:14]=[CH:15][C:16](/[CH:19]=[CH:20]/[C:21](O)=[O:22])=[N:17][CH:18]=2)[CH2:7]1.[O:27]1[CH2:32][CH2:31][CH2:30][CH2:29][CH:28]1[O:33][NH2:34].C1C=CC2N(O)N=NC=2C=1.CCN=C=NCCCN(C)C>CN(C=O)C>[Cl:1][C:2]1[CH:3]=[C:4]([CH:24]=[CH:25][CH:26]=1)[CH2:5][N:6]1[CH2:11][CH2:10][CH2:9][C@@H:8]([NH:12][C:13]2[N:14]=[CH:15][C:16](/[CH:19]=[CH:20]/[C:21]([NH:34][O:33][CH:28]3[CH2:29][CH2:30][CH2:31][CH2:32][O:27]3)=[O:22])=[N:17][CH:18]=2)[CH2:7]1. Procedure details: A mixture of (2E)-3-(5-{[(3R)-1-(3-chlorobenzyl)-3-piperidinyl]amino}-2-pyrazinyl)acrylic acid (218 mg, 0.59 mmol), O-(tetrahydro-2H-pyran-2-yl)hydroxylamine (82 mg, 0.70 mmol), HOBt (103 mg, 0.76 mmol) and EDCI (146 mg, 0.76 mmol) in DMF (6 mL) was stirred at 0° C. for 1 hr and the mixture was stirred at ambient temperature for 18 hrs. The reaction mixture was evaporated in vacuo and the residue was partitioned between saturated sodium bicarbonate solution and EtOAc. The organic layer was separ...